Dataset: the Open Reaction Database (ORD), a public repository of structured organic reaction records. Task: describe an organic reaction: reactants, conditions, products, and yield Starting materials: ClCC(C)(C1=CC=CC=C1)C (1-chloro-2-methyl-2-phenylpropane), S(=O)(Cl)Cl (thionyl chloride), ClCCC(C1=CC=CC=C1)C (1-chloro-3-methyl-3-phenylpropane), [Mg] (magnesium), alcohol, C(=O)=O (dry ice), CC(CC(=O)O)(C)C1=CC=CC=C1 (3-methyl-3-phenylbutyric acid), C(C(C)=C)Cl (methallyl chloride), [Li] (lithium). The solvent is C1=CC=CC=C1 (benzene). Yields the product C(OCC)([O-])[O-] (ethyl orthoformate), CC(CCC=O)(C)C1=CC=CC=C1 (4-methyl-4-phenyl-1-pentanal). As a reaction SMILES: ClC[C:3]([CH3:11])(C1C=CC=CC=1)C.C(Cl)C(=C)C.[C:17](=[O:19])=[O:18].[CH3:20][C:21]([C:27]1[CH:32]=[CH:31][CH:30]=[CH:29][CH:28]=1)([CH3:26])[CH2:22][C:23](O)=[O:24].[Li].S(Cl)(Cl)=O.ClCCC(C)C1C=CC=CC=1.[Mg]>C1C=CC=CC=1>[CH:17]([O-:24])([O-:19])[O:18][CH2:3][CH3:11].[CH3:26][C:21]([C:27]1[CH:28]=[CH:29][CH:30]=[CH:31][CH:32]=1)([CH3:20])[CH2:22][CH2:23][CH:17]=[O:19] |^1:32|. Procedure details: The 1-chloro-2-methyl-2-phenylpropane which can be prepared according to F. C. Withmore et al., J. Am. Chem. Soc. 65 (1943), 1469 by reacting benzene with methallyl chloride is converted in a yield of 82% by a Grignard reaction and subsequent working up with dry ice and hydrolysis into 3-methyl-3-phenylbutyric acid, the latter is reduced (91% yield) with lithium alanate to the alcohol, this is chlorinated in a further step with thionyl chloride in a yield of 75%, and the resulting 1-chloro-3-met... Reaction conditions: time 1 hour. The yield is 65.1%. Procedure: A mixture of 6-quinoxalinecarboxaldehyde (0.62 g, 3.92 mmol, prepared as described in Photochem. Photobiol. 1991, 54, 7), (1,3-dioxolan-2-ylmethyl)triphenylphosphonium bromide (2.50 g, 5.82 mmol), and TDA-1 (1.20 mL, 3.75 mmol) in dichloromethane (20 mL) and sat. aq. K2CO3 (20 mL) was heated to reflux for 4 h. The layers were separated and the aqueous layer was extracted with dichloromethane (2×20 mL). The combined organic layers were washed with water (50 mL) and brine (50 mL), dried (Na2SO4), ... Solvent: ClCCl (dichloromethane), C(=O)([O-])[O-].[K+].[K+] (K2CO3). The product is N1=CC=NC2=CC(=CC=C12)/C=C/C=O ((E)-3-(6-Quinoxalinyl)-2-propenal). Reaction SMILES: [N:1]1[C:10]2[C:5](=[CH:6][C:7]([CH:11]=O)=[CH:8][CH:9]=2)[N:4]=[CH:3][CH:2]=1.[Br-].[O:14]1CCO[CH:15]1[CH2:19][P+](C1C=CC=CC=1)(C1C=CC=CC=1)C1C=CC=CC=1.COCCOCCN(CCOCCOC)CCOCCOC>ClCCl.C([O-])([O-])=O.[K+].[K+]>[N:1]1[C:10]2[C:5](=[CH:6][C:7](/[CH:11]=[CH:19]/[CH:15]=[O:14])=[CH:8][CH:9]=2)[N:4]=[CH:3][CH:2]=1 |f:1.2,5.6.7|. Reactants: N1=CC=NC2=CC(=CC=C12)C=O (6-quinoxalinecarboxaldehyde), [Br-].O1C(OCC1)C[P+](C1=CC=CC=C1)(C1=CC=CC=C1)C1=CC=CC=C1 ((1,3-dioxolan-2-ylmethyl)triphenylphosphonium bromide), COCCOCCN(CCOCCOC)CCOCCOC (TDA-1). The reactants are CC(C)(C)O, ClCCl, O=C=NS(=O)(=O)Cl. Yields the product CC(C)(C)OC(=O)NS(=O)(=O)Cl. Reaction SMILES: [C:8]([CH3:9])([CH3:10])([CH3:11])[OH:12].[Cl:13][CH2:14][Cl:15].[Cl:1][S:2](=[O:3])(=[O:4])[N:5]=[C:6]=[O:7]>>[Cl:1][S:2](=[O:3])(=[O:4])[NH:5][C:6](=[O:7])[O:12][C:8]([CH3:9])([CH3:10])[CH3:11].